describe an organic reaction: reactants, conditions, products, and yield From a dataset of the Open Reaction Database (ORD), a public repository of structured organic reaction records. The reactants are O=[N+]([O-])c1cc(Br)cnc1Br, N#C[Cu]C#N. Yields the product N#Cc1ncc(Br)cc1[N+](=O)[O-]. RXN SMILES: [Br:1][c:2]1[n:3][cH:4][c:5]([Br:11])[cH:6][c:7]1[N+:8](=[O:9])[O-:10].[Cu:12]([C:13]#[N:14])[C:15]#[N:16]>>[c:2]1([C:13]#[N:14])[n:3][cH:4][c:5]([Br:11])[cH:6][c:7]1[N+:8](=[O:9])[O-:10].